Dataset: the Open Reaction Database (ORD), a public repository of structured organic reaction records. Task: describe an organic reaction: reactants, conditions, products, and yield Starting materials: IC (iodomethane), [H-].[Na+] (sodium hydride), O1CCCC1 (tetrahydrofuran), CC(C(C)=O)C(C)=O (3-methyl-2,4-pentandione). Solvent: O (water). Conditions: time 0.5 hour. Product: CC(C(C)=O)(C(C)=O)C (3,3-dimethyl-2,4-pentandione). Isolated yield 98.0%. As a reaction SMILES: [H-].[Na+].O1CCC[CH2:4]1.[CH3:8][CH:9]([C:13](=[O:15])[CH3:14])[C:10](=[O:12])[CH3:11].IC>O>[CH3:8][C:9]([CH3:4])([C:13](=[O:15])[CH3:14])[C:10](=[O:12])[CH3:11] |f:0.1|. Procedure details: To 0.1 mol sodium hydride was added 100 ml anhydrous tetrahydrofuran, and slowly added dropwise 0.12 mol 3-methyl-2,4-pentandione at room temperature. Upon completion, the mixture was stirred for 0.5 hours, then 0.12 mol iodomethane was slowly added dropwise. After stirred at room temperature for 10 hours, 20 ml water was added to dissolve solid. The mixture was extracted with ethyl acetate. The solvent was removed. Distillation was carried out under reduced pressure, and cut fraction 82-84° C./... The reactants are CC#N, ClP(Cl)(Cl)(Cl)Cl, CC(C)(C)NC(=O)c1ccc(C(CCCc2ccc(F)cc2)c2c[nH]cn2)cc1, O. Yields the product N#Cc1ccc(C(CCCc2ccc(F)cc2)c2c[nH]cn2)cc1. RXN SMILES: [CH3:37][C:38]#[N:39].[Cl:30][P:31]([Cl:32])([Cl:33])([Cl:34])[Cl:35].[F:1][c:2]1[cH:3][cH:4][c:5]([CH2:8][CH2:9][CH2:10][CH:11]([c:12]2[cH:13][cH:14][c:15]([C:18]([NH:20][C:19]([CH3:21])([CH3:22])[CH3:23])=[O:24])[cH:16][cH:17]2)[c:25]2[n:26][cH:27][nH:28][cH:29]2)[cH:6][cH:7]1.[OH2:36]>>[F:1][c:2]1[cH:3][cH:4][c:5]([CH2:8][CH2:9][CH2:10][CH:11]([c:12]2[cH:13][cH:14][c:15]([C:18]#[N:20])[cH:16][cH:17]2)[c:25]2[n:26][cH:27][nH:28][cH:29]2)[cH:6][cH:7]1.